This data is from the Open Reaction Database (ORD), a public repository of structured organic reaction records. The task is: describe an organic reaction: reactants, conditions, products, and yield Solvent: C(C)O (ethanol). Procedure details: A solution of 3 g of 6-cyano-2,2-dimethyl-3,4-epoxychroman and 2.1 g of parachloroaniline in 50 ml of ethanol is refluxed for 72 hours. The reactants are C(#N)C=1C=C2C3C(C(OC2=CC1)(C)C)O3 (6-cyano-2,2-dimethyl-3,4-epoxychroman), ClC1=CC=C(N)C=C1 (parachloroaniline). As a reaction SMILES: [C:1]([C:3]1[CH:4]=[C:5]2[C:10](=[CH:11][CH:12]=1)[O:9][C:8]([CH3:14])([CH3:13])[CH:7]1[O:15][CH:6]21)#[N:2].[Cl:16][C:17]1[CH:23]=[CH:22][C:20]([NH2:21])=[CH:19][CH:18]=1>C(O)C>[Cl:16][C:17]1[CH:23]=[CH:22][C:20]([NH:21][C@@H:6]2[C:5]3[C:10](=[CH:11][CH:12]=[C:3]([C:1]#[N:2])[CH:4]=3)[O:9][C:8]([CH3:14])([CH3:13])[C@H:7]2[OH:15])=[CH:19][CH:18]=1. The product is ClC1=CC=C(N[C@H]2[C@@H](C(OC3=CC=C(C=C23)C#N)(C)C)O)C=C1 (Trans-4-(4-chloroanilino)-6-cyano-2,2-dimethyl-3-hydroxychroman). Starting materials: CC(=O)N(Cc1ccccc1)c1cc(Oc2ccccc2)ccc1C(=O)O, CC(=O)O, CCOC(C)=O, [Cl-], NN, [Na+], O. The product is O=C(O)c1ccc(Oc2ccccc2)cc1NCc1ccccc1. Reaction SMILES: [CH2:4]([c:5]1[cH:6][cH:7][cH:8][cH:9][cH:10]1)[N:11]([C:12](=[O:13])[CH3:14])[c:15]1[c:16]([C:17](=[O:18])[OH:19])[cH:20][cH:21][c:22]([O:24][c:25]2[cH:26][cH:27][cH:28][cH:29][cH:30]2)[cH:23]1.[CH3:31][C:32](=[O:33])[OH:34].[CH3:37][CH2:38][O:39][C:40](=[O:41])[CH3:42].[Cl-:36].[NH2:2][NH2:3].[Na+:35].[OH2:1]>>[CH2:4]([c:5]1[cH:6][cH:7][cH:8][cH:9][cH:10]1)[NH:11][c:15]1[c:16]([C:17](=[O:18])[OH:19])[cH:20][cH:21][c:22]([O:24][c:25]2[cH:26][cH:27][cH:28][cH:29][cH:30]2)[cH:23]1.